This data is from the Open Reaction Database (ORD), a public repository of structured organic reaction records. The task is: describe an organic reaction: reactants, conditions, products, and yield Yield: 46.9%. Starting materials: [OH-].[Na+] (sodium hydroxide), N(C1=CC=CC=C1)C1CCC(N2C1=NC=C(C2=O)C(=O)O)C (9-anilino-6-methyl-4-oxo-6,7,8,9-tetrahydro-4H-pyrido[1,2-a]pyrimidine-3-carboxylic acid), [H][H] (hydrogen). Reported procedure: To a solution of 0.4 g. of sodium hydroxide in 10 ml. of water 1.0 g. (3.34 mmoles) of 9-anilino-6-methyl-4-oxo-6,7,8,9-tetrahydro-4H-pyrido[1,2-a]pyrimidine-3-carboxylic acid is added. The solution is stirred for 5 hours in a hydrogen gas atmosphere at 70°-80° C. The reaction mixture is then cooled to room temperature, the precipitated crystals are filtered and washed with water. 0.4 g. (46.9%) of 9-anilino-6-methyl-6,7,8,9-tetrahydro-4H-pyrido[1,2-a]pyrimidine-4-one is obtained. Melting point:... As a reaction SMILES: [OH-].[Na+].[NH:3]([CH:10]1[C:15]2=[N:16][CH:17]=[C:18](C(O)=O)[C:19](=[O:20])[N:14]2[CH:13]([CH3:24])[CH2:12][CH2:11]1)[C:4]1[CH:9]=[CH:8][CH:7]=[CH:6][CH:5]=1.[H][H]>O>[NH:3]([CH:10]1[C:15]2=[N:16][CH:17]=[CH:18][C:19](=[O:20])[N:14]2[CH:13]([CH3:24])[CH2:12][CH2:11]1)[C:4]1[CH:9]=[CH:8][CH:7]=[CH:6][CH:5]=1 |f:0.1|. Solvent: O (water). Yields the product N(C1=CC=CC=C1)C1CCC(N2C1=NC=CC2=O)C (9-anilino-6-methyl-6,7,8,9-tetrahydro-4H-pyrido[1,2-a]pyrimidine-4-one). Reactants: C([O-])([O-])=O.[K+].[K+] (potassium carbonate), CC1=C(C=CC=C1)B(O)O (2-methylphenylboronic acid), C(C)OC(=O)C=1C=NN(C1)C1=NC2=CC=C(C=C2C(N1COCC[Si](C)(C)C)=O)I (1-[6-iodo-4-oxo-3-(2-trimethylsilanyl-ethoxymethyl)-3,4-dihydro-quinazolin-2-yl]-1H-pyrazole-4-carboxylic acid ethyl ester), C1CCOC1 (THF). The reagents and catalysts are C1(=CC=CC=C1)P([C-]1C=CC=C1)C1=CC=CC=C1.[C-]1(C=CC=C1)P(C1=CC=CC=C1)C1=CC=CC=C1.[Fe+2] (1,1′-bis(diphenylphosphino)ferrocene), Cl[Pd]Cl (dichloro palladium). Run in ClCCl (dichloromethane), C(Cl)Cl (DCM). Conditions: temperature 80 celsius, time 18 hour. Product: C(C)OC(=O)C=1C=NN(C1)C1=NC2=CC=C(C=C2C(N1COCC[Si](C)(C)C)=O)C1=C(C=CC=C1)C (1-[4-oxo-6-o-tolyl-3-(2-trimethylsilanyl-ethoxymethyl)-3,4-dihydro-quinazolin-2-yl]-1H-pyrazole-4-carboxylic acid ethyl ester). Isolated yield 89.4%. RXN SMILES: C(=O)([O-])[O-].[K+].[K+].[CH3:7][C:8]1[CH:13]=[CH:12][CH:11]=[CH:10][C:9]=1B(O)O.[CH2:17]([O:19][C:20]([C:22]1[CH:23]=[N:24][N:25]([C:27]2[N:36]([CH2:37][O:38][CH2:39][CH2:40][Si:41]([CH3:44])([CH3:43])[CH3:42])[C:35](=[O:45])[C:34]3[C:29](=[CH:30][CH:31]=[C:32](I)[CH:33]=3)[N:28]=2)[CH:26]=1)=[O:21])[CH3:18].C1COCC1>C(Cl)Cl.C1(P(C2C=CC=CC=2)[C-]2C=CC=C2)C=CC=CC=1.[C-]1(P(C2C=CC=CC=2)C2C=CC=CC=2)C=CC=C1.[Fe+2].Cl[Pd]Cl>[CH2:17]([O:19][C:20]([C:22]1[CH:23]=[N:24][N:25]([C:27]2[N:36]([CH2:37][O:38][CH2:39][CH2:40][Si:41]([CH3:44])([CH3:43])[CH3:42])[C:35](=[O:45])[C:34]3[C:29](=[CH:30][CH:31]=[C:32]([C:9]4[CH:10]=[CH:11][CH:12]=[CH:13][C:8]=4[CH3:7])[CH:33]=3)[N:28]=2)[CH:26]=1)=[O:21])[CH3:18] |f:0.1.2,7.8.9|. Procedure: A mixture of potassium carbonate (85.4 mg 0.618 mmol), 2-methylphenylboronic acid (63.3 mg, 0.466 mmol), 1-[6-iodo-4-oxo-3-(2-trimethylsilanyl-ethoxymethyl)-3,4-dihydro-quinazolin-2-yl]-1H-pyrazole-4-carboxylic acid ethyl ester (110 mg, 0.204 mmol), and THF (1.5 ml) was degassed for 5 minutes with nitrogen in a sealable tube. The dichloromethane adduct of 1,1′-bis(diphenylphosphino)ferrocene]dichloro palladium (20.2 mg, 0.0246 mmol) was added to the reaction mixture and the pressure tube was sea... The reactants are C(C(=O)Cl)(=O)Cl (oxalyl dichloride), COC1=CC=C(C(=O)O)C=C1 (4-methoxybenzoic acid), OC(C(C1=CC=CC=C1)NC(C1=CC=C(C=C1)OC)=O)CO (N-[(1RS, 2RS)-2,3-Dihydroxy-1-phenylpropyl]-4-methoxybenzamide), OC(C(C1=CC=CC=C1)NC(=O)C=1NC2=CC=CC=C2C1)CO (N-[(1RS, 2RS)-2,3-dihydroxy-1-phenylpropyl]-2-indolecarboxamide), NC(C(CO)O)C1=CC=CC=C1 ((2RS, 3RS)-3-amino-3-phenyl-1,2-propanediol). Run in C(C)N(CC)CC (triethylamine). Yields the product C(C)(C)OC(C)C (diisopropyl ether), OC(C(C1=CC=CC=C1)NC(C1=CC=C(C=C1)OC)=O)CO (N-[(1RS, 2RS)-2,3dihydroxy-1-phenylpropyl]-4-methoxybenzamide). Reaction SMILES: [OH:1][CH:2]([CH2:21][OH:22])[CH:3]([NH:10][C:11](=[O:20])[C:12]1[CH:17]=[CH:16][C:15]([O:18][CH3:19])=[CH:14][CH:13]=1)[C:4]1[CH:9]=[CH:8][CH:7]=[CH:6][CH:5]=1.[OH:23][CH:24]([CH2:44]O)[CH:25](NC(C1NC2C(C=1)=CC=CC=2)=O)C1C=CC=CC=1.COC1C=CC(C(O)=O)=CC=1.C(Cl)(=O)C(Cl)=O.NC(C1C=CC=CC=1)C(O)CO>C(N(CC)CC)C>[CH:2]([O:23][CH:24]([CH3:25])[CH3:44])([CH3:21])[CH3:3].[OH:1][CH:2]([CH2:21][OH:22])[CH:3]([NH:10][C:11](=[O:20])[C:12]1[CH:13]=[CH:14][C:15]([O:18][CH3:19])=[CH:16][CH:17]=1)[C:4]1[CH:5]=[CH:6][CH:7]=[CH:8][CH:9]=1. Procedure details: N-[(1RS, 2RS)-2,3-Dihydroxy-1-phenylpropyl]-4-methoxybenzamide may be prepared in the following manner: working as in Example 8 for the preparation of N-[(1RS, 2RS)-2,3-dihydroxy-1-phenylpropyl]-2-indolecarboxamide, but starting with 4-methoxybenzoic acid (3.7 g), oxalyl dichloride (2.26 cc), (2RS, 3RS)-3-amino-3-phenyl-1,2-propanediol (3.7 g) and triethylamine (9.26 cc) and after the precipitate is washed with distilled water and then with diisopropyl ether, N-[(1RS, 2RS)-2,3dihydroxy-1-phenylp... Reactants: CS(C)=O, ClCC1COC(Cc2ccc(Cl)cc2Cl)(c2cccnc2)O1, [I-], [Na+], O. Product: COCC1COC(Cc2ccc(Cl)cc2Cl)(c2cccnc2)O1. As a reaction SMILES: [CH3:26][S:27](=[O:28])[CH3:29].[Cl:1][c:2]1[c:3]([CH2:4][C:5]2([c:12]3[cH:13][n:14][cH:15][cH:16][cH:17]3)[O:6][CH2:7][CH:8]([CH2:10][Cl:11])[O:9]2)[cH:18][cH:19][c:20]([Cl:22])[cH:21]1.[I-:24].[Na+:23].[OH2:25]>>[Cl:1][c:2]1[c:3]([CH2:4][C:5]2([c:12]3[cH:13][n:14][cH:15][cH:16][cH:17]3)[O:9][CH:8]([CH2:7][O:6][CH3:26])[CH2:10][O:25]2)[cH:18][cH:19][c:20]([Cl:22])[cH:21]1. Reactants: O=C(Cl)c1ccccc1, O=c1[nH]cc(F)c(=O)[nH]1, C1COCCO1, c1ccncc1. Yields the product O=C(c1ccccc1)n1cc(F)c(=O)[nH]c1=O. RXN SMILES: [C:16]([c:17]1[cH:18][cH:19][cH:20][cH:21][cH:22]1)(=[O:23])[Cl:24].[F:1][c:2]1[c:3](=[O:9])[nH:4][c:5](=[O:8])[nH:6][cH:7]1.[O:10]1[CH2:11][CH2:12][O:13][CH2:14][CH2:15]1.[cH:25]1[cH:26][cH:27][n:28][cH:29][cH:30]1>>[F:1][c:2]1[c:3](=[O:9])[nH:4][c:5](=[O:8])[n:6]([C:16]([c:17]2[cH:18][cH:19][cH:20][cH:21][cH:22]2)=[O:23])[cH:7]1. Starting materials: CC(C)(C)[Si](C)(C)Cl, CN(C)C=O, CCOC(=O)c1cc(-c2ccc(OCCO)cc2)n(-c2ccc(OC)cc2)n1, c1c[nH]cn1. The product is CCOC(=O)c1cc(-c2ccc(OCCO[Si](C)(C)C(C)(C)C)cc2)n(-c2ccc(OC)cc2)n1. As a reaction SMILES: [C:6]([CH3:7])([CH3:8])([CH3:9])[Si:10]([CH3:11])([CH3:12])[Cl:13].[O:42]=[CH:43][N:44]([CH3:45])[CH3:46].[OH:14][CH2:15][CH2:16][O:17][c:18]1[cH:19][cH:20][c:21](-[c:24]2[cH:25][c:26]([C:37](=[O:38])[O:39][CH2:40][CH3:41])[n:27][n:28]2-[c:29]2[cH:30][cH:31][c:32]([O:35][CH3:36])[cH:33][cH:34]2)[cH:22][cH:23]1.[nH:1]1[cH:2][cH:3][n:4][cH:5]1>>[C:6]([CH3:7])([CH3:8])([CH3:9])[Si:10]([CH3:11])([CH3:12])[O:14][CH2:15][CH2:16][O:17][c:18]1[cH:19][cH:20][c:21](-[c:24]2[cH:25][c:26]([C:37](=[O:38])[O:39][CH2:40][CH3:41])[n:27][n:28]2-[c:29]2[cH:30][cH:31][c:32]([O:35][CH3:36])[cH:33][cH:34]2)[cH:22][cH:23]1.